This data is from the Open Reaction Database (ORD), a public repository of structured organic reaction records. The task is: describe an organic reaction: reactants, conditions, products, and yield Starting materials: COC=1C=C(C=C(C1)OC)N=C=S (3,5-dimethoxyphenyl isothiocyanate), C(CN)N (ethylenediamine), O (H2O). Run in CCOCC (ether). Run at temperature 50 celsius, time 2.5 hour. The product is NCCNC(=S)NC1=CC(=CC(=C1)OC)OC (N-(2-Aminoethyl)-N'(3,5-dimethoxyphenyl)thiourea). As a reaction SMILES: [CH3:1][O:2][C:3]1[CH:4]=[C:5]([N:11]=[C:12]=[S:13])[CH:6]=[C:7]([O:9][CH3:10])[CH:8]=1.[CH2:14]([NH2:17])[CH2:15][NH2:16].O>CCOCC>[NH2:16][CH2:15][CH2:14][NH:17][C:12]([NH:11][C:5]1[CH:6]=[C:7]([O:9][CH3:10])[CH:8]=[C:3]([O:2][CH3:1])[CH:4]=1)=[S:13]. Procedure: A slurry of 9.75 g (0.05 mole) of 3,5-dimethoxyphenyl isothiocyanate in 27 ml of ether was added dropwise to a stirred solution of 3.0 g (0.05 mole) of ethylenediamine at room temperature. A five-degree rise in temperature was noted at the start of the one hour addition period. A solid appeared during the addition, and stirring was continued for 2.5 hours. The batch was allowed to stand overnight, and 100 ml of H2O was added. The solid was removed by filtration and the filtrate acidified with 4.... Reactants: O=C([O-])[O-], C1COCCO1, NS(=O)(=O)C=Cc1ccc(Cl)cc1, O=C(Cl)c1ccc(Cl)cc1Cl, Cl, [K+], [K+]. The product is O=C(NS(=O)(=O)C=Cc1ccc(Cl)cc1)c1ccc(Cl)cc1Cl. Reaction SMILES: [C:14](=[O:15])([O-:16])[O-:17].[CH2:32]1[O:33][CH2:34][CH2:35][O:36][CH2:37]1.[Cl:1][c:2]1[cH:3][cH:4][c:5]([CH:8]=[CH:9][S:10](=[O:11])(=[O:12])[NH2:13])[cH:6][cH:7]1.[Cl:20][c:21]1[c:22]([C:23](=[O:24])[Cl:25])[cH:26][cH:27][c:28]([Cl:30])[cH:29]1.[ClH:31].[K+:18].[K+:19]>>[Cl:1][c:2]1[cH:3][cH:4][c:5]([CH:8]=[CH:9][S:10](=[O:11])(=[O:12])[NH:13][C:23]([c:22]2[c:21]([Cl:20])[cH:29][c:28]([Cl:30])[cH:27][cH:26]2)=[O:24])[cH:6][cH:7]1. Reactants: ClCC=1OC(=NN1)C (2-chloromethyl-5-methyl-1,3,4-oxadiazole), CN(C=O)C (dimethylformamide), ice water, OC1=CC=C2C(=C(C(OC2=C1)=O)C)C (7-hydroxy-3,4-dimethylcoumarin), [H-].[Na+] (NaH), CN(C=O)C (dimethylformamide). Run at time 45 minute. Yields the product CC=1C(OC2=CC(=CC(=C2C1C)OC)C1=NN=C(O1)C)=O (3,4-Dimethyl-7-(2-methyl-1,3,4-oxadiazol-5-yl)-methoxycoumarin). RXN SMILES: O[C:2]1[CH:11]=[C:10]2[C:5]([C:6]([CH3:14])=[C:7]([CH3:13])[C:8](=[O:12])[O:9]2)=[CH:4][CH:3]=1.[H-].[Na+].Cl[CH2:18][C:19]1[O:20][C:21](C)=[N:22][N:23]=1.CN(C)[CH:27]=[O:28]>>[CH3:13][C:7]1[C:8](=[O:12])[O:9][C:10]2[C:5]([C:6]=1[CH3:14])=[C:4]([O:28][CH3:27])[CH:3]=[C:2]([C:21]1[O:20][C:19]([CH3:18])=[N:23][N:22]=1)[CH:11]=2 |f:1.2|. Reported procedure: 5.0 g of 7-hydroxy-3,4-dimethylcoumarin in 20 ml of diemthylformamide were added dropwise to a suspension of 0.9 g of NaH (80%) in 50 ml of dimethylformamide at room temperature. After 45 minutes, 3.5 g of 2-chloromethyl-5-methyl-1,3,4-oxadiazole, dissolved in 20 ml of dimethylformamide, were added and the mixture was stirred overnight at room temperature. The reaction solution was hydrolyzed with ice water, and the precipitated solid was filtered off under suction and recrystallized from methan... The reactants are CC1=C(N=C(O1)COC1=CC=C(C=C1)/C=C/CO)C1=CC=CC=C1 ((E)-3-[4-(5-methyl-4-phenyl-2-oxazolylmethoxy)phenyl]-2-propen-1-ol). The reagents and catalysts are [O-2].[O-2].[Mn+4] (manganese dioxide). Yields the product CC1=C(N=C(O1)COC1=CC=C(C=C1)/C=C/C=O)C1=CC=CC=C1 ((E)-3-[4-(5-methyl-4-phenyl-2-oxazolylmethoxy)phenyl]-2-propen-1-al). Reaction SMILES: [CH3:1][C:2]1[O:6][C:5]([CH2:7][O:8][C:9]2[CH:14]=[CH:13][C:12](/[CH:15]=[CH:16]/[CH2:17][OH:18])=[CH:11][CH:10]=2)=[N:4][C:3]=1[C:19]1[CH:24]=[CH:23][CH:22]=[CH:21][CH:20]=1>[O-2].[O-2].[Mn+4]>[CH3:1][C:2]1[O:6][C:5]([CH2:7][O:8][C:9]2[CH:14]=[CH:13][C:12](/[CH:15]=[CH:16]/[CH:17]=[O:18])=[CH:11][CH:10]=2)=[N:4][C:3]=1[C:19]1[CH:24]=[CH:23][CH:22]=[CH:21][CH:20]=1 |f:1.2.3|. Reported procedure: According to the method described for Reference Example 34, (E)-3-[4-(5-methyl-4-phenyl-2-oxazolylmethoxy)phenyl]-2-propen-1-ol was subjected to oxidation with activated manganese dioxide to give (E)-3-[4-(5-methyl-4-phenyl-2-oxazolylmethoxy)phenyl]-2-propen-1-al. Recrystallization from chloroform ether gave colorless prisms, m.p.144°-146° C.